Task: describe an organic reaction: reactants, conditions, products, and yield. Dataset: the Open Reaction Database (ORD), a public repository of structured organic reaction records Reactants: Br, COc1ccc(CC(=O)O)c(Cl)c1Cl, O. The product is O=C(O)Cc1ccc(O)c(Cl)c1Cl. RXN SMILES: [BrH:15].[Cl:1][c:2]1[c:3]([CH2:11][C:12](=[O:13])[OH:14])[cH:4][cH:5][c:6]([O:9][CH3:10])[c:7]1[Cl:8].[OH2:16]>>[Cl:1][c:2]1[c:3]([CH2:11][C:12](=[O:13])[OH:14])[cH:4][cH:5][c:6]([OH:9])[c:7]1[Cl:8].